This data is from the Open Reaction Database (ORD), a public repository of structured organic reaction records. The task is: describe an organic reaction: reactants, conditions, products, and yield Reactants: COc1ccc2oc3ccc(Br)cc3c(=O)c2c1, CCCC[Sn](CCCC)(CCCC)c1cncnc1, O=C(C=Cc1ccccc1)C=Cc1ccccc1, O=C(C=Cc1ccccc1)C=Cc1ccccc1, O=C(C=Cc1ccccc1)C=Cc1ccccc1, C1COCCO1, [Pd], [Pd]. Yields the product COc1ccc2oc3ccc(-c4cncnc4)cc3c(=O)c2c1. As a reaction SMILES: [Br:20][c:21]1[cH:22][c:23]2[c:24](=[O:37])[c:25]3[cH:26][c:27]([O:35][CH3:36])[cH:28][cH:29][c:30]3[o:31][c:32]2[cH:33][cH:34]1.[CH2:1]([Sn:2]([CH2:3][CH2:4][CH2:5][CH3:12])([c:6]1[cH:7][n:8][cH:9][n:10][cH:11]1)[CH2:13][CH2:14][CH2:15][CH3:16])[CH2:17][CH2:18][CH3:19].[O:40]=[C:41]([CH:42]=[CH:43][c:44]1[cH:45][cH:46][cH:47][cH:48][cH:49]1)[CH:50]=[CH:51][c:52]1[cH:53][cH:54][cH:55][cH:56][cH:57]1.[O:58]=[C:59]([CH:60]=[CH:61][c:62]1[cH:63][cH:64][cH:65][cH:66][cH:67]1)[CH:68]=[CH:69][c:70]1[cH:71][cH:72][cH:73][cH:74][cH:75]1.[O:76]=[C:77]([CH:78]=[CH:79][c:80]1[cH:81][cH:82][cH:83][cH:84][cH:85]1)[CH:86]=[CH:87][c:88]1[cH:89][cH:90][cH:91][cH:92][cH:93]1.[O:94]1[CH2:95][CH2:96][O:97][CH2:98][CH2:99]1.[Pd:38].[Pd:39]>>[c:6]1(-[c:21]2[cH:22][c:23]3[c:24](=[O:37])[c:25]4[cH:26][c:27]([O:35][CH3:36])[cH:28][cH:29][c:30]4[o:31][c:32]3[cH:33][cH:34]2)[cH:7][n:8][cH:9][n:10][cH:11]1. Starting materials: FC1=NC(=CC=C1)OCC(C(C(C(F)F)(F)F)(F)F)(F)F (2-fluoro-6-(2,2,3,3,4,4,5,5-octafluoropentyloxy)pyridine), C(C)O (ethanol), O.NN (hydrazine monohydrate), C(C)O (ethanol). Solvent: O (water). Run at time 1 hour. Product: N(N)C1=NC(=CC=C1)OCC(C(C(C(F)F)(F)F)(F)F)(F)F (2-hydrazino-6-(2,2,3,3,4,4,5,5-octafluoropentyloxy)pyridine). The yield is 96.5%. As a reaction SMILES: F[C:2]1[CH:7]=[CH:6][CH:5]=[C:4]([O:8][CH2:9][C:10]([F:21])([F:20])[C:11]([F:19])([F:18])[C:12]([F:17])([F:16])[CH:13]([F:15])[F:14])[N:3]=1.C(O)C.O.[NH2:26][NH2:27]>O>[NH:26]([C:2]1[CH:7]=[CH:6][CH:5]=[C:4]([O:8][CH2:9][C:10]([F:21])([F:20])[C:11]([F:19])([F:18])[C:12]([F:17])([F:16])[CH:13]([F:15])[F:14])[N:3]=1)[NH2:27] |f:2.3|. Procedure details: Next, a reaction flask was loaded with 2-fluoro-6-(2,2,3,3,4,4,5,5-octafluoropentyloxy)pyridine (10 g) and ethanol (8 ml), followed by dropwise addition of a mixture of hydrazine monohydrate (7.7 g) and ethanol (8 ml) to the flask in 30 minutes with stirring. After the dropwise addition was ended, stirring was continued at 55 to 65° C. for one hour. The heating was stopped, and water was added to the reaction mixture, followed by extraction with ethyl acetate. The extract was condensed to give 2... The reactants are O=C([O-])[O-], COC(=O)c1cccc(Cc2cccc(CI)c2)c1, CCC(C)=O, [Cs+], [Cs+], O, CCCc1c(S)ccc(C(C)=O)c1O. Product: CCCc1c(SCc2cccc(Cc3cccc(C(=O)OC)c3)c2)ccc(C(C)=O)c1O. As a reaction SMILES: [C:34](=[O:35])([O-:36])[O-:37].[CH3:15][O:16][C:17]([c:18]1[cH:19][c:20]([CH2:24][c:25]2[cH:26][c:27]([CH2:31][I:32])[cH:28][cH:29][cH:30]2)[cH:21][cH:22][cH:23]1)=[O:33].[CH3:41][C:42](=[O:43])[CH2:44][CH3:45].[Cs+:38].[Cs+:39].[OH2:40].[OH:1][c:2]1[c:3]([C:12]([CH3:13])=[O:14])[cH:4][cH:5][c:6]([SH:11])[c:7]1[CH2:8][CH2:9][CH3:10]>>[OH:1][c:2]1[c:3]([C:12]([CH3:13])=[O:14])[cH:4][cH:5][c:6]([S:11][CH2:31][c:27]2[cH:26][c:25]([CH2:24][c:20]3[cH:19][c:18]([C:17]([O:16][CH3:15])=[O:33])[cH:23][cH:22][cH:21]3)[cH:30][cH:29][cH:28]2)[c:7]1[CH2:8][CH2:9][CH3:10]. Reactants: N(=[N+]=[N-])CC1=C(C=C(C=C1)C=1C=CC(N(N1)CCOC1=CC=NC2=CC(=CC=C12)OC)=O)Cl (6-(4-(azidomethyl)-3-chlorophenyl)-2-(2-(7-methoxyquinolin-4-yloxy)ethyl)pyridazin-3(2H)-one), O (water), O.O.O.O.O.O.O.O.O.[S-2].[Na+].[Na+] (sodium sulfide, nonahydrate). The solvent is C1CCOC1 (THF), CO (MeOH). Reaction conditions: temperature 40 celsius, time 8 hour. Product: NCC1=C(C=C(C=C1)C=1C=CC(N(N1)CCOC1=CC=NC2=CC(=CC=C12)OC)=O)Cl (6-(4-(Aminomethyl)-3-chlorophenyl)-2-(2-(7-methoxyquinolin-4-yloxy)ethyl)pyridazin-3(2H)-one). RXN SMILES: [N:1]([CH2:4][C:5]1[CH:10]=[CH:9][C:8]([C:11]2[CH:12]=[CH:13][C:14](=[O:32])[N:15]([CH2:17][CH2:18][O:19][C:20]3[C:29]4[C:24](=[CH:25][C:26]([O:30][CH3:31])=[CH:27][CH:28]=4)[N:23]=[CH:22][CH:21]=3)[N:16]=2)=[CH:7][C:6]=1[Cl:33])=[N+]=[N-].O.O.O.O.O.O.O.O.O.O.[S-2].[Na+].[Na+]>C1COCC1.CO>[NH2:1][CH2:4][C:5]1[CH:10]=[CH:9][C:8]([C:11]2[CH:12]=[CH:13][C:14](=[O:32])[N:15]([CH2:17][CH2:18][O:19][C:20]3[C:29]4[C:24](=[CH:25][C:26]([O:30][CH3:31])=[CH:27][CH:28]=4)[N:23]=[CH:22][CH:21]=3)[N:16]=2)=[CH:7][C:6]=1[Cl:33] |f:2.3.4.5.6.7.8.9.10.11.12.13|. Procedure details: To a solution of 6-(4-(azidomethyl)-3-chlorophenyl)-2-(2-(7-methoxyquinolin-4-yloxy)ethyl)pyridazin-3(2H)-one (400 mg, 864 μmol) in THF (8 mL), MeOH (1 mL), and water (1 mL) was added sodium sulfide, nonahydrate (540 mg, 6913 μmol) and stirred overnight at 40° C. The reaction was then partitioned between DCM and 5% NaHCO3. The organic layer was dried over MgSO4, concentrated, then purified on silica (40 g) eluting with 0>6% of NH3 in MeOH (2 M)/DCM. The product was further purified on RP-HPLC el... Reactants: Cc1ccccc1, O=C1CCN2C(=O)OCc3cccc1c32, OCCO, Cc1ccc(S(=O)(=O)O)cc1. Product: O=C1OCc2cccc3c2N1CCC31OCCO1. RXN SMILES: [CH3:31][c:32]1[cH:33][cH:34][cH:35][cH:36][cH:37]1.[O:1]=[C:2]1[N:3]2[c:4]3[c:5]([cH:8][cH:9][cH:10][c:11]3[C:12](=[O:15])[CH2:13][CH2:14]2)[CH2:6][O:7]1.[OH:16][CH2:17][CH2:18][OH:19].[c:20]1([CH3:21])[cH:22][cH:23][c:24]([S:25]([OH:26])(=[O:27])=[O:28])[cH:29][cH:30]1>>[O:1]=[C:2]1[N:3]2[c:4]3[c:5]([cH:8][cH:9][cH:10][c:11]3[C:12]3([CH2:13][CH2:14]2)[O:15][CH2:18][CH2:17][O:16]3)[CH2:6][O:7]1. The reactants are CCN(CC)S(F)(F)F, ClCCl, CC(C)(C)OC(=O)C1CCC(O)CC1. Yields the product CC(C)(C)OC(=O)C1CCC(F)CC1. As a reaction SMILES: [CH2:15]([N:16]([S:17]([F:18])([F:19])[F:21])[CH2:20][CH3:22])[CH3:23].[Cl:24][CH2:25][Cl:26].[OH:1][CH:2]1[CH2:3][CH2:4][CH:5]([C:8](=[O:9])[O:10][C:11]([CH3:12])([CH3:13])[CH3:14])[CH2:6][CH2:7]1>>[CH:2]1([F:21])[CH2:3][CH2:4][CH:5]([C:8](=[O:9])[O:10][C:11]([CH3:12])([CH3:13])[CH3:14])[CH2:6][CH2:7]1. Starting materials: C1(=CC=CC=C1)CC1=CC=CC=C1 (diphenylmethane), C(C1=CC=CC=C1)Cl (benzyl chloride). The reagents and catalysts are [Cl-].[Al+3].[Cl-].[Cl-] (aluminum chloride). Run at time 2 hour. Yields the product C(C1=CC=CC=C1)C1=C(C=CC=C1)CC1=CC=CC=C1 (dibenzylbenzene). Yield: 106.2%. Reaction SMILES: [C:1]1([CH2:7][C:8]2[CH:13]=[CH:12][CH:11]=[CH:10][CH:9]=2)[CH:6]=[CH:5][CH:4]=[CH:3][CH:2]=1.[CH2:14](Cl)[C:15]1[CH:20]=[CH:19][CH:18]=[CH:17][CH:16]=1>[Cl-].[Al+3].[Cl-].[Cl-]>[CH2:7]([C:8]1[CH:9]=[CH:10][CH:11]=[CH:12][C:13]=1[CH2:14][C:15]1[CH:20]=[CH:19][CH:18]=[CH:17][CH:16]=1)[C:1]1[CH:6]=[CH:5][CH:4]=[CH:3][CH:2]=1 |f:2.3.4.5|. Procedure details: To a reaction vessel were added 2500 g of diphenylmethane and 40 g of aluminum chloride and reaction was carried out for 2 hours at room temperature with further adding 600 g of benzyl chloride with stirring. After the reaction, the catalyst was deactivated and 1300 g of a dibenzylbenzene isomer mixture (Composition I) was obtained by reduced pressure distillation. Starting materials: C(C)OC(=O)C(CC(=O)OC(C)(C)C)=C(OCOC)C(N(CC1=CC2=CC=CC=C2C=C1)C(C(CC=1OC(=CC1)C(NC1=CC=CC=C1)=O)CO[Si](C)(C)C(C)(C)C)C)=O (tert-butyl 3-(ethoxycarbonyl)-4-[N-[(1RS,2RS)-2-(tert-butyldimethylsilyloxymethyl)-1-methyl-3-{5-(phenylcarbamoyl)-2-furyl}propyl]-N-(2-naphthylmethyl)carbamoyl]-4-methoxymethyloxy-3-butenoate), [F-].C(CCC)[N+](CCCC)(CCCC)CCCC (tetrabutylammonium fluoride), O (water), C1=C(C=CC2=CC=CC=C12)CNC(C(CC=1OC(=CC1)C(NC1=CC=CC=C1)=O)CO[Si](C)(C)C(C)(C)C)C (N-(2-naphthylmethyl)-[(1RS,2RS)-2-(tert-butyldimethylsilyloxymethyl)-1-methyl-3-{5-(phenylcarbamoyl)-2-furyl}propyl]amine). The solvent is O1CCCC1 (tetrahydrofuran), O1CCCC1 (tetrahydrofuran). Product: C(C)OC(=O)C(CC(=O)OC(C)(C)C)=C(OCOC)C(N(CC1=CC2=CC=CC=C2C=C1)C(C(CC=1OC(=CC1)C(NC1=CC=CC=C1)=O)CO)C)=O (tert-butyl 3-(ethoxycarbonyl)-4-[N-[(1RS,2RS)-2-(hydroxymethyl)-1-methyl-3-{5-(phenylcarbamoyl)-2-furyl}propyl]-N-(2-naphthylmethyl)carbamoyl]-4-(methoxymethyloxy)-3-butenoate). The yield is 42.5%. Reaction SMILES: [CH2:1]([O:3][C:4]([C:6](=[C:15]([C:20](=[O:60])[N:21]([CH:33]([CH3:59])[CH:34]([CH2:50][O:51][Si](C(C)(C)C)(C)C)[CH2:35][C:36]1[O:37][C:38]([C:41](=[O:49])[NH:42][C:43]2[CH:48]=[CH:47][CH:46]=[CH:45][CH:44]=2)=[CH:39][CH:40]=1)[CH2:22][C:23]1[CH:32]=[CH:31][C:30]2[C:25](=[CH:26][CH:27]=[CH:28][CH:29]=2)[CH:24]=1)[O:16][CH2:17][O:18][CH3:19])[CH2:7][C:8]([O:10][C:11]([CH3:14])([CH3:13])[CH3:12])=[O:9])=[O:5])[CH3:2].C1C2C(=CC=CC=2)C=CC=1CNC(C)C(CO[Si](C(C)(C)C)(C)C)CC1OC(C(=O)NC2C=CC=CC=2)=CC=1.[F-].C([N+](CCCC)(CCCC)CCCC)CCC.O>O1CCCC1>[CH2:1]([O:3][C:4]([C:6](=[C:15]([C:20](=[O:60])[N:21]([CH:33]([CH3:59])[CH:34]([CH2:50][OH:51])[CH2:35][C:36]1[O:37][C:38]([C:41](=[O:49])[NH:42][C:43]2[CH:44]=[CH:45][CH:46]=[CH:47][CH:48]=2)=[CH:39][CH:40]=1)[CH2:22][C:23]1[CH:32]=[CH:31][C:30]2[C:25](=[CH:26][CH:27]=[CH:28][CH:29]=2)[CH:24]=1)[O:16][CH2:17][O:18][CH3:19])[CH2:7][C:8]([O:10][C:11]([CH3:14])([CH3:13])[CH3:12])=[O:9])=[O:5])[CH3:2] |f:2.3|. Procedure: 400 mg of tert-butyl 3-(ethoxycarbonyl)-4-[N-[(1RS,2RS)-2-(tert-butyldimethylsilyloxymethyl)-1-methyl-3-{5-(phenylcarbamoyl)-2-furyl}propyl]-N-(2-naphthylmethyl)carbamoyl]-4-methoxymethyloxy-3-butenoate prepared by the same reaction as in Example 1(2) by using N-(2-naphthylmethyl)-[(1RS,2RS)-2-(tert-butyldimethylsilyloxymethyl)-1-methyl-3-{5-(phenylcarbamoyl)-2-furyl}propyl]amine prepared in Reference Example 4 was dissolved in 4 ml of tetrahydrofuran and stirred together with 0.95 ml of 1.0M te... The reactants are 5,5-dioxide, [OH-].[Na+] (sodium hydroxide), O1C=2C3CC(C(C21)O3)S(=O)(=O)OC (methyl 2,3-epoxy-7-oxabicyclo[2.2.1]hept-2-ene-5-sulfonate), Cl (hydrochloric acid). Reaction conditions: temperature 21.5 celsius, time 4 hour. The product is OC1C2OC3C(SOC13)C2 (2-hydroxy-4,8-dioxa-5-thiatricyclo[4.2.1.03,7]nonane). Isolated yield 16.6%. As a reaction SMILES: [OH-].[Na+].[O:3]1[C:9]2[CH:8]3[O:10][CH:5]([CH2:6][CH:7]3[S:11]([O:14]C)(=O)=O)[C:4]1=2.Cl>>[OH:3][CH:4]1[CH:9]2[CH:8]3[CH:7]([CH2:6][CH:5]1[O:10]3)[S:11][O:14]2 |f:0.1|. Reported procedure: A four-neck flask having an internal capacity of 300 mL and fitted with a stirrer, a dropping funnel and a thermometer was charged with a 5.0 (mol/L) aqueous solution of sodium hydroxide, and 29.5 g of methyl 2,3-epoxy-7-oxabicyclo[2.2.1]hept-2-ene-5-sulfonate was added dropwise to the flask from the dropping funnel so that the internal temperature of the flask was maintained within a range from 20 to 23° C. Following completion of the dropwise addition, the reaction mixture was stirred for 4 ho... Starting materials: C(C)(C)(C)OC(=O)N(C1C=2C=CC(=NC2CCC1)C(=O)OCC)CCC1=C(C=CC(=C1)F)O (rac-Ethyl 5-{(tert-butoxycarbonyl)[2-(5-fluoro-2-hydroxyphenyl)ethyl]amino}-5,6,7,8-tetrahydroquinoline-2-carboxylate), ClCC1=CC=C(C=C1)CCC1=CC=C(C=C1)C(F)(F)F (1-(chloromethyl)-4-{2-[4-(trifluoromethyl)phenyl]ethyl}benzene), C([O-])([O-])=O.[K+].[K+] (potassium carbonate). Run in C(C)#N (acetonitrile). Run at time 8 hour. The product is C(C)(C)(C)OC(=O)N(C1C=2C=CC(=NC2CCC1)C(=O)OCC)CCC1=C(C=CC(=C1)F)OCC1=CC=C(C=C1)CCC1=CC=C(C=C1)C(F)(F)F (rac-Ethyl 5-[(tert-butoxycarbonyl)(2-{5-fluoro-2-[(4-{2-[4-(trifluoromethyl)phenyl]ethyl}benzyl)-oxy]phenyl}ethyl)amino]-5,6,7,8-tetrahydroquinoline-2-carboxylate). Reaction SMILES: [C:1]([O:5][C:6]([N:8]([CH2:24][CH2:25][C:26]1[CH:31]=[C:30]([F:32])[CH:29]=[CH:28][C:27]=1[OH:33])[CH:9]1[CH2:18][CH2:17][CH2:16][C:15]2[N:14]=[C:13]([C:19]([O:21][CH2:22][CH3:23])=[O:20])[CH:12]=[CH:11][C:10]1=2)=[O:7])([CH3:4])([CH3:3])[CH3:2].Cl[CH2:35][C:36]1[CH:41]=[CH:40][C:39]([CH2:42][CH2:43][C:44]2[CH:49]=[CH:48][C:47]([C:50]([F:53])([F:52])[F:51])=[CH:46][CH:45]=2)=[CH:38][CH:37]=1.C(=O)([O-])[O-].[K+].[K+]>C(#N)C>[C:1]([O:5][C:6]([N:8]([CH2:24][CH2:25][C:26]1[CH:31]=[C:30]([F:32])[CH:29]=[CH:28][C:27]=1[O:33][CH2:35][C:36]1[CH:37]=[CH:38][C:39]([CH2:42][CH2:43][C:44]2[CH:49]=[CH:48][C:47]([C:50]([F:51])([F:52])[F:53])=[CH:46][CH:45]=2)=[CH:40][CH:41]=1)[CH:9]1[CH2:18][CH2:17][CH2:16][C:15]2[N:14]=[C:13]([C:19]([O:21][CH2:22][CH3:23])=[O:20])[CH:12]=[CH:11][C:10]1=2)=[O:7])([CH3:2])([CH3:3])[CH3:4] |f:2.3.4|. Procedure details: 2 g (4.36 mmol) of rac-ethyl 5-{(tert-butoxycarbonyl)[2-(5-fluoro-2-hydroxyphenyl)ethyl]amino}-5,6,7,8-tetrahydroquinoline-2-carboxylate (Example 106A), 1433 mg (4.80 mmol) of 1-(chloromethyl)-4-{2-[4-(trifluoromethyl)phenyl]ethyl}benzene and 1507 mg (10.90 mmol) of potassium carbonate in 50 ml of acetonitrile were heated to 110° C. and stirred at this temperature overnight. After cooling, the reaction mixture was filtered, the filter cake was washed repeatedly with acetonitrile and the combined...